From a dataset of the Open Reaction Database (ORD), a public repository of structured organic reaction records. describe an organic reaction: reactants, conditions, products, and yield The reactants are CO, Cl, CC(NS(=O)C(C)(C)C)c1cc(F)c(NS(C)(=O)=O)c(F)c1, C1COCCO1. Yields the product Cl, CC(N)c1cc(F)c(NS(C)(=O)=O)c(F)c1. RXN SMILES: [CH3:24][OH:25].[ClH:23].[F:1][c:2]1[c:3]([NH:18][S:19](=[O:20])(=[O:21])[CH3:22])[c:4]([F:17])[cH:5][c:6]([CH:8]([CH3:9])[NH:10][S:11]([C:12]([CH3:13])([CH3:14])[CH3:15])=[O:16])[cH:7]1.[O:26]1[CH2:27][CH2:28][O:29][CH2:30][CH2:31]1>>[ClH:23].[F:1][c:2]1[c:3]([NH:18][S:19](=[O:20])(=[O:21])[CH3:22])[c:4]([F:17])[cH:5][c:6]([CH:8]([CH3:9])[NH2:10])[cH:7]1. Starting materials: NC1=C(C=C(C[C@@H](NC(=O)OCC2C3=CC=CC=C3C=3C=CC=CC23)C(=O)O)C=C1Br)Br (4-amino-3,5-dibromo-N -(9-fluorenylmethoxycarbonyl)-D-phenylalanine), C=1C=CC2=C(C1)N=NN2O (HOBt), CN(C)C(=[N+](C)C)ON1C2=C(C=CC=C2)N=N1.[B-](F)(F)(F)F (TBTU), CCN(C(C)C)C(C)C (DIEA), CC(C)(OC(=O)N1CCC(CC1)C1CCNCC1)C (4-[1-(1,1-dimethylethoxycarbonyl)-4-piperidinyl]-piperidine), C(C)NCC (diethylamine). The solvent is O1CCCC1 (tetrahydrofuran). Run at time 2 hour. Product: NC1=C(C=C(C[C@@H](N)C(=O)N2CCC(CC2)C2CCN(CC2)C(=O)OC(C)(C)C)C=C1Br)Br (1-[4-amino-3,5-dibromo-D-phenylalanyl]-4-[1-(1,1-dimethylethoxycarbonyl)-4-piperidinyl]-piperidine). As a reaction SMILES: [NH2:1][C:2]1[C:30]([Br:31])=[CH:29][C:5]([CH2:6][C@H:7]([C:26]([OH:28])=O)[NH:8]C(OCC2C3C=CC=CC=3C3C2=CC=CC=3)=O)=[CH:4][C:3]=1[Br:32].C1C=CC2N(O)N=NC=2C=1.CN(C(ON1N=NC2C=CC=CC1=2)=[N+](C)C)C.[B-](F)(F)(F)F.CCN(C(C)C)C(C)C.[CH3:74][C:75]([CH3:92])([O:77][C:78]([N:80]1[CH2:85][CH2:84][CH:83]([CH:86]2[CH2:91][CH2:90][NH:89][CH2:88][CH2:87]2)[CH2:82][CH2:81]1)=[O:79])[CH3:76].C(NCC)C>O1CCCC1>[NH2:1][C:2]1[C:3]([Br:32])=[CH:4][C:5]([CH2:6][C@H:7]([C:26]([N:89]2[CH2:88][CH2:87][CH:86]([CH:83]3[CH2:82][CH2:81][N:80]([C:78]([O:77][C:75]([CH3:92])([CH3:76])[CH3:74])=[O:79])[CH2:85][CH2:84]3)[CH2:91][CH2:90]2)=[O:28])[NH2:8])=[CH:29][C:30]=1[Br:31] |f:2.3|. Procedure: A mixture of 5.60 g (0.01 mol) of 4-amino-3,5-dibromo-N -(9-fluorenylmethoxycarbonyl)-D-phenylalanine, 1.35 g (0.01 mol) HOBt, 3.21 g (0.01 mol) TBTU, 1.29 g (0.01 mol) DIEA, 2.68 g (0.01 mol) 4-[1-(1,1-dimethylethoxycarbonyl)-4-piperidinyl]-piperidine and 150 ml of tetrahydrofuran was stirred for 2 hours at room temperature. After the reaction was complete 20 ml of diethylamine were added and the mixture was stirred for a further 18 hours at room temperature. The reaction mixture was evaporated... The reactants are CN1CCC(=CC1)C(=O)OCC (ethyl 1-methyl-1,2,3,6-tetrahydropyridine-4-carboxylate), C(C)(C)N(CC)C(C)C (diisopropylethylamine), C(O)([O-])=O.[Na+] (sodium hydrogencarbonate), ClC(=O)OCC (ethyl chloroformate). The solvent is C1=CC=CC=C1 (benzene). Reaction conditions: time 70 minute. The product is C(C)OC(=O)N1CCC(=CC1)C(=O)OCC (ethyl 1-ethoxycarbonyl-1,2,3,6-tetrahydropyridine-4-carboxylate). Yield: 71.4%. Reaction SMILES: C[N:2]1[CH2:7][CH:6]=[C:5]([C:8]([O:10][CH2:11][CH3:12])=[O:9])[CH2:4][CH2:3]1.C(N(C(C)C)CC)(C)C.Cl[C:23]([O:25][CH2:26][CH3:27])=[O:24].C(=O)([O-])O.[Na+]>C1C=CC=CC=1>[CH2:26]([O:25][C:23]([N:2]1[CH2:3][CH:4]=[C:5]([C:8]([O:10][CH2:11][CH3:12])=[O:9])[CH2:6][CH2:7]1)=[O:24])[CH3:27] |f:3.4|. Reported procedure: In 640 ml of benzene, 108.9 g of ethyl 1-methyl-1,2,3,6-tetrahydropyridine-4-carboxylate and 41.6 g of diisopropylethylamine were dissolved, and subsequently, 279.1 g of ethyl chloroformate was added dropwise thereto over 70 minutes. The reaction mixture was heated under reflux for 30 minutes, followed by cooling the reaction mixture to room temperature. A saturated aqueous solution of sodium hydrogencarbonate was poured thereinto. After the reaction mixture was extracted with ethyl acetate, the... The yield is 28.0%. As a reaction SMILES: [Si](O[C@H]([C@H]1C[C@@H](OCCC)CN1C(OC(C)(C)C)=O)[C@@H:10]([NH:20][C:21](=[O:38])[C:22]1[CH:27]=[CH:26][CH:25]=[C:24]([C:28]([N:30]2[CH2:34][CH2:33][CH2:32][C@@H:31]2[CH2:35]OC)=[O:29])[CH:23]=1)[CH2:11]C1C=C(F)C=C(F)C=1)(C(C)(C)C)(C)C.C(OC([C@@H:65]([CH2:93][C:94]1[CH:99]=[CH:98][CH:97]=[CH:96][CH:95]=1)[C@@H:66]([C@H:75]1[CH2:79][C@@H:78]([S:80]([CH2:83][CH2:84][CH3:85])(=[O:82])=[O:81])[CH2:77][N:76]1C(OC(C)(C)C)=O)[O:67][Si](C(C)(C)C)(C)C)=O)C1C=CC=CC=1.C([O:104][C:105]([N:107]1C[C@H](OCCC)C[C@@H]1[C@@H](O[Si](C(C)(C)C)(C)C)[C@@H](NC(C1C=C(C=CC=1)C(O)=O)=O)CC1C=C(F)C=C(F)C=1)=O)(C)(C)C.OOS([O-])=O.[K+].[CH3:153]O>O>[OH:67][C@H:66]([C@H:75]1[CH2:79][C@@H:78]([S:80]([CH2:83][CH2:84][CH3:85])(=[O:81])=[O:82])[CH2:77][NH:76]1)[C@@H:65]([NH:107][C:105](=[O:104])[C:26]1[CH:27]=[C:22]([C:21]2[O:38][CH:11]=[CH:10][N:20]=2)[CH:23]=[C:24]([C:28]([N:30]([CH2:31][CH2:35][CH3:153])[CH2:34][CH2:33][CH3:32])=[O:29])[CH:25]=1)[CH2:93][C:94]1[CH:95]=[CH:96][CH:97]=[CH:98][CH:99]=1 |f:3.4|. Reported procedure: Step 17 (D): (2R,4R)-tert-butyl 2-((1S,2S)-2-(benzyloxycarbonyl)-1-(tert-butyldimethylsilyloxy)-3-phenylpropyl)-4-(propylsulfonyl)pyrrolidine-1-carboxylate. A solution of 130 mg (0.2 mmol) of the compound of step 17 (C) dissolved in 2 mL of methanol was treated with a solution of 240 mg (0.4 mmol) of oxone dissolved in 0.4 mL of water. After stirring at rt for 30 min, the reaction solution was partitioned between ethyl acetate and water, the organic layer was concentrated, and the crude product ... Reaction conditions: time 30 minute. The solvent is O (water). Starting materials: C(C)(C)(C)OC(=O)N1[C@H](C[C@H](C1)OCCC)[C@H]([C@H](CC1=CC(=CC(=C1)F)F)NC(=O)C=1C=C(C(=O)O)C=CC1)O[Si](C)(C)C(C)(C)C (3-(((1S,2S)-1-((2R,4R)-1-(tert-butoxycarbonyl)-4-propoxypyrrolidin-2-yl)-1-(tert-butyldimethylsilyloxy)-3-(3,5-difluorophenyl)propan-2-yl)carbamoyl)benzoic acid), CO (methanol), OOS(=O)[O-].[K+] (oxone), [Si](C)(C)(C(C)(C)C)O[C@@H]([C@H](CC1=CC(=CC(=C1)F)F)NC(C1=CC(=CC=C1)C(=O)N1[C@H](CCC1)COC)=O)[C@@H]1N(C[C@@H](C1)OCCC)C(=O)OC(C)(C)C ((2R,4R)-tert-butyl 2-((1S,2S)-1-(tert-butyldimethylsilyloxy)-3-(3,5-difluorophenyl)-2-(3-((R)-2-(methoxymethyl)pyrrolidine-1-carbonyl)benzamido)propyl)-4-propoxypyrrolidine-1-carboxylate), C(C1=CC=CC=C1)OC(=O)[C@H]([C@H](O[Si](C)(C)C(C)(C)C)[C@@H]1N(C[C@@H](C1)S(=O)(=O)CCC)C(=O)OC(C)(C)C)CC1=CC=CC=C1 ((2R,4R)-tert-butyl 2-((1S,2S)-2-(benzyloxycarbonyl)-1-(tert-butyldimethylsilyloxy)-3-phenylpropyl)-4-(propylsulfonyl)pyrrolidine-1-carboxylate). The product is O[C@@H]([C@H](CC1=CC=CC=C1)NC(C1=CC(C(=O)N(CCC)CCC)=CC(=C1)C=1OC=CN1)=O)[C@@H]1NC[C@@H](C1)S(=O)(=O)CCC (N1-((1R,2S)-1-hydroxy-3-phenyl-1-((2R,4R)-4-(propylsulfonyl)pyrrolidin-2-yl)propan-2-yl)-5-(oxazol-2-yl)-N3,N3-dipropylisophthalamide), sulfoxide. The reactants are O=C([O-])[O-], CC(C)=O, BrCC1CC1, [Cs+], [Cs+], CC(C)(C)OC(=O)Cn1cc(-c2ccccc2)[nH]c1=O. Product: CC(C)(C)OC(=O)Cn1cc(-c2ccccc2)n(CC2CC2)c1=O. Reaction SMILES: [C:26](=[O:27])([O-:28])[O-:29].[CH3:32][C:33](=[O:34])[CH3:35].[CH:21]1([CH2:24][Br:25])[CH2:22][CH2:23]1.[Cs+:30].[Cs+:31].[O:1]=[c:2]1[n:3]([CH2:13][C:14](=[O:15])[O:16][C:17]([CH3:18])([CH3:19])[CH3:20])[cH:4][c:5](-[c:7]2[cH:8][cH:9][cH:10][cH:11][cH:12]2)[nH:6]1>>[O:1]=[c:2]1[n:3]([CH2:13][C:14](=[O:15])[O:16][C:17]([CH3:18])([CH3:19])[CH3:20])[cH:4][c:5](-[c:7]2[cH:8][cH:9][cH:10][cH:11][cH:12]2)[n:6]1[CH2:24][CH:21]1[CH2:22][CH2:23]1. The reactants are [OH-].[Na+] (sodium hydroxide), C(C)OCCOC1=NC(=C2N=C(N(C2=N1)CC1COCCC1)OC)N (2-(2-ethoxyethoxy)-8-methoxy-9-(tetrahydro-2H-pyran-3-ylmethyl)-9H-purin-6-amine), Cl (hydrogen chloride). The solvent is O (water), CO (methanol), O1CCOCC1 (1,4-dioxane). Reaction conditions: time 1 hour. The product is NC1=C2NC(N(C2=NC(=N1)OCCOCC)CC1COCCC1)=O (6-Amino-2-{[2-(ethyloxy)ethyl]oxy}-9-(tetrahydro-2H-pyran-3-ylmethyl)-7,9-dihydro-8H-Purin-8-one). As a reaction SMILES: [CH2:1]([O:3][CH2:4][CH2:5][O:6][C:7]1[N:15]=[C:14]2[C:10]([N:11]=[C:12]([O:23]C)[N:13]2[CH2:16][CH:17]2[CH2:22][CH2:21][CH2:20][O:19][CH2:18]2)=[C:9]([NH2:25])[N:8]=1)[CH3:2].Cl.[OH-].[Na+]>CO.O1CCOCC1.O>[NH2:25][C:9]1[N:8]=[C:7]([O:6][CH2:5][CH2:4][O:3][CH2:1][CH3:2])[N:15]=[C:14]2[C:10]=1[NH:11][C:12](=[O:23])[N:13]2[CH2:16][CH:17]1[CH2:22][CH2:21][CH2:20][O:19][CH2:18]1 |f:2.3|. Procedure: To a solution of 2-(2-ethoxyethoxy)-8-methoxy-9-(tetrahydro-2H-pyran-3-ylmethyl)-9H-purin-6-amine (245 mg) in dry methanol (10 ml) at room temperature and under nitrogen was added 4.0M hydrogen chloride in 1,4-dioxane (4.0 ml). The reaction was left to stir at room temperature for 1 hour. The reaction was concentrated in vacuo and the resulting residue purified by C18 reverse phase chromatography using water (containing 0.1% formic acid)-acetonitrile (containing 0.05% formic acid) as eluant (10-... The reactants are C(C)(C)(C)OC(=O)N1CCC(CC1)N1C2=CC=CC=C2OC=2C=C(C=CC12)Cl (4-(3-Chloro-phenoxazin-10-yl)-piperidine-1-carboxylic acid tert-butyl ester), O (water), BrC=1C=CC=2N(C3=CC=CC=C3SC2C1)C1CCNCC1 (3-bromo-10-piperidin-4-yl-10H-phenothiazine), BrC=1C=CC=2N(C3=CC=CC=C3SC2C1)C1CCNCC1 (3-Bromo-10-piperidin-4-yl-10H-phenothiazine), Cp2Fe(PtBu2)2PdCl2, O1CCOCC1 (dioxane). Reagents/catalysts: C=1C=CC(=CC1)[P](C=2C=CC=CC2)(C=3C=CC=CC3)[Pd]([P](C=4C=CC=CC4)(C=5C=CC=CC5)C=6C=CC=CC6)([P](C=7C=CC=CC7)(C=8C=CC=CC8)C=9C=CC=CC9)[P](C=1C=CC=CC1)(C=1C=CC=CC1)C=1C=CC=CC1 (Pd(PPh3)4). Solvent: CN1CCCC1=O (NMP). Product: C(C)(C)(C)OC(=O)N1CCC(CC1)N1C2=CC=CC=C2OC=2C=C(C=CC12)C=1C=NC=CC1 (4-(3-Pyridin-3-yl-phenoxazin-10-yl)-piperidine-1-carboxylic acid tert-butyl ester). Reaction SMILES: [C:1]([O:5][C:6]([N:8]1[CH2:13][CH2:12][CH:11]([N:14]2[C:27]3[CH:26]=[CH:25][C:24](Cl)=[CH:23][C:22]=3[O:21][C:20]3[C:15]2=[CH:16][CH:17]=[CH:18][CH:19]=3)[CH2:10][CH2:9]1)=[O:7])([CH3:4])([CH3:3])[CH3:2].BrC1C=CC2N([CH:44]3[CH2:49][CH2:48][NH:47][CH2:46][CH2:45]3)C3C(SC=2C=1)=CC=CC=3.O1CCOCC1.O>C1C=CC([P]([Pd]([P](C2C=CC=CC=2)(C2C=CC=CC=2)C2C=CC=CC=2)([P](C2C=CC=CC=2)(C2C=CC=CC=2)C2C=CC=CC=2)[P](C2C=CC=CC=2)(C2C=CC=CC=2)C2C=CC=CC=2)(C2C=CC=CC=2)C2C=CC=CC=2)=CC=1.CN1C(=O)CCC1>[C:1]([O:5][C:6]([N:8]1[CH2:13][CH2:12][CH:11]([N:14]2[C:27]3[CH:26]=[CH:25][C:24]([C:45]4[CH:46]=[N:47][CH:48]=[CH:49][CH:44]=4)=[CH:23][C:22]=3[O:21][C:20]3[C:15]2=[CH:16][CH:17]=[CH:18][CH:19]=3)[CH2:10][CH2:9]1)=[O:7])([CH3:4])([CH3:3])[CH3:2] |^1:60,62,81,100|. Procedure: Using an adaptation of the method described in Procedure 16, substituting 4-(3-chloro-phenoxazin-10-yl)-piperidine-1-carboxylic acid tert-butyl ester, 2i, for 3-bromo-10-piperidin-4-yl-10H-phenothiazine, 5e, Cp2Fe(PtBu2)2PdCl2 for Pd(PPh3)4 and a 5:1 mixture of dioxane:water for NMP, the title compound 4-(3-pyridin-3-yl-phenoxazin-10-yl)-piperidine-1-carboxylic acid tert-butyl ester, 3i was obtained. MS m/z (MH+) 444.